Dataset: the Open Reaction Database (ORD), a public repository of structured organic reaction records. Task: describe an organic reaction: reactants, conditions, products, and yield The reactants are CN(C)CC1=CC2=C(CN(CC2)C(=O)C=2C=CC=3C(C4=CC=CC=C4S(C3C2)(=O)=O)=O)O1 (N,N-Dimethyl-[6-(9,10,10-trioxo-9,10-dihydro-10λ6 -thioxanthene-3-carbonyl)-4,5,6,7-tetrahydrofuro[2,3-c]pyridin-2-ylmethyl]amine), Cl (hydrogen chloride). Run in CO (methanol), C(C)(=O)OCC (ethyl acetate). Product: Cl.CN(C)CC1=CC2=C(CN(CC2)C(=O)C=2C=CC=3C(C4=CC=CC=C4S(C3C2)(=O)=O)=O)O1 (N,N-dimethyl-[6-(9,10,10-trioxo-9,10-dihydro-10λ6 -thioxanthene-3-carbonyl)-4,5,6,7-tetrahydrofuro[2,3-c]pyridin-2-ylmethyl]amine hydrochloride). As a reaction SMILES: [CH3:1][N:2]([CH2:4][C:5]1[O:32][C:8]2[CH2:9][N:10]([C:13]([C:15]3[CH:16]=[CH:17][C:18]4[C:19](=[O:31])[C:20]5[C:25]([S:26](=[O:30])(=[O:29])[C:27]=4[CH:28]=3)=[CH:24][CH:23]=[CH:22][CH:21]=5)=[O:14])[CH2:11][CH2:12][C:7]=2[CH:6]=1)[CH3:3].[ClH:33]>CO.C(OCC)(=O)C>[ClH:33].[CH3:3][N:2]([CH2:4][C:5]1[O:32][C:8]2[CH2:9][N:10]([C:13]([C:15]3[CH:16]=[CH:17][C:18]4[C:19](=[O:31])[C:20]5[C:25]([S:26](=[O:30])(=[O:29])[C:27]=4[CH:28]=3)=[CH:24][CH:23]=[CH:22][CH:21]=5)=[O:14])[CH2:11][CH2:12][C:7]=2[CH:6]=1)[CH3:1] |f:4.5|. Procedure: N,N-Dimethyl-[6-(9,10,10-trioxo-9,10-dihydro-10λ6 -thioxanthene-3-carbonyl)-4,5,6,7-tetrahydrofuro[2,3-c]pyridin-2-ylmethyl]amine 0.133 g was dissolved in 2 ml of methanol; hydrogen chloride in ethyl acetate was added in excess, followed by stirring. After this mixture was concentrated, the resulting solid was washed with diethyl ether to yield the desired product. The reactants are OC=1C=C2C=CC(NC2=CC1)=O (6-hydroxycarbostyril), C(=O)([O-])[O-].[K+].[K+] (K2CO3), N1(CCCC1)CCN(C(CCCCCl)=O)CC1CCCCC1 (N-[2-(1-pyrrolidinyl)ethyl]-N-(5-chloropentanoyl)-cyclohexylmethylamine). The solvent is CN(C=O)C (dimethylformamide). Yields the product N1(CCCC1)CCN(C(=O)CCCCOC=1C=C2C=CC(NC2=CC1)=O)CC1CCCCC1 (6-[4-{N-[2-(1-pyrrolidinyl)ethyl]-N-cyclohexylmethylaminocarbonyl}-butoxy]carbostyril). Yield: 10.3%. RXN SMILES: [OH:1][C:2]1[CH:3]=[C:4]2[C:9](=[CH:10][CH:11]=1)[NH:8][C:7](=[O:12])[CH:6]=[CH:5]2.C([O-])([O-])=O.[K+].[K+].[N:19]1([CH2:24][CH2:25][N:26]([CH2:34][CH:35]2[CH2:40][CH2:39][CH2:38][CH2:37][CH2:36]2)[C:27](=[O:33])[CH2:28][CH2:29][CH2:30][CH2:31]Cl)[CH2:23][CH2:22][CH2:21][CH2:20]1>CN(C)C=O>[N:19]1([CH2:24][CH2:25][N:26]([CH2:34][CH:35]2[CH2:40][CH2:39][CH2:38][CH2:37][CH2:36]2)[C:27]([CH2:28][CH2:29][CH2:30][CH2:31][O:1][C:2]2[CH:3]=[C:4]3[C:9](=[CH:10][CH:11]=2)[NH:8][C:7](=[O:12])[CH:6]=[CH:5]3)=[O:33])[CH2:23][CH2:22][CH2:21][CH2:20]1 |f:1.2.3|. Reported procedure: To 50 ml of dimethylformamide are added 1.73 g of 6-hydroxycarbostyril, 1.8 g of K2CO3 and 0.5 g of KI. To this mixture being stirred at 60°-70° C. is dropwise added 4.2 g of N-[2-(1-pyrrolidinyl)ethyl]-N-(5-chloropentanoyl)-cyclohexylmethylamine. Then, the mixture is stirred for 4 hours at the same temperature. The solvent is removed by evaporation. The residue is dissolved in 200 ml of chloroform and the solution is washed with diluted hydrochloric acid, a 1% aqueous sodium hydroxide solution ... Starting materials: solution, N (ammonia), C(C)O (ethanol), C(C)OC=C(C(=O)OCC)C(=O)OCC (diethyl ethoxymethylenemalonate). Run at time 8 hour. Yields the product NC=C(C(=O)OCC)C(=O)OCC (Diethyl aminomethylenemalonate). Reaction SMILES: C(O[CH:4]=[C:5]([C:11]([O:13][CH2:14][CH3:15])=[O:12])[C:6]([O:8][CH2:9][CH3:10])=[O:7])C.[NH3:16].C(O)C>>[NH2:16][CH:4]=[C:5]([C:11]([O:13][CH2:14][CH3:15])=[O:12])[C:6]([O:8][CH2:9][CH3:10])=[O:7]. Reported procedure: To diethyl ethoxymethylenemalonate (50.13 g, 0.232 mmol), cooled to −20° C. under nitrogen, was added a 2.0 M solution of ammonia in ethanol (232 ml, 0.464 mmol) and the resulting solution was stirred at room temperature overnight. The solution was then evaporated in vacuo to give a quantitative yield of the title compound as a cream solid; 1H NMR (360 MHz, CDCl3) 5 1.28 (3H, t, J 7.1 Hz), 1.35 (3H, t, J 7.1 Hz), 4.19 (2H, q, J 7.1 Hz), 4.26 (2H, q, J 7.1 Hz), 5.68 (1H, br s), 8.11 (1H, dd), 8.6... Reactants: COc1c(C#N)cc(C(=O)N2CS(=O)(=O)c3ccc(C(F)(F)F)cc32)cc1C(F)(F)F, CN(C)C=O, [Cl-], Cl, [Li+]. Yields the product N#Cc1cc(C(=O)N2CS(=O)(=O)c3ccc(C(F)(F)F)cc32)cc(C(F)(F)F)c1O. Reaction SMILES: [C:1](#[N:2])[c:3]1[cH:4][c:5]([C:6](=[O:7])[N:8]2[CH2:9][S:10](=[O:21])(=[O:22])[c:11]3[c:12]2[cH:13][c:14]([C:17]([F:18])([F:19])[F:20])[cH:15][cH:16]3)[cH:23][c:24]([C:28]([F:29])([F:30])[F:31])[c:25]1[O:26][CH3:27].[CH3:35][N:36]([CH3:37])[CH:38]=[O:39].[Cl-:33].[ClH:34].[Li+:32]>>[C:1](#[N:2])[c:3]1[cH:4][c:5]([C:6](=[O:7])[N:8]2[CH2:9][S:10](=[O:21])(=[O:22])[c:11]3[c:12]2[cH:13][c:14]([C:17]([F:18])([F:19])[F:20])[cH:15][cH:16]3)[cH:23][c:24]([C:28]([F:29])([F:30])[F:31])[c:25]1[OH:26]. The reactants are C1(CCCCC1)C(O)C=1C(=NN(C1)C1=CC=C(C=C1)OC(F)(F)F)OC(C)C (cyclohexyl{3-(1-methylethoxy)-1-[4-(trifluoromethoxy)phenyl]-1H-pyrazol-4-yl}methanol), NC1=CC=C(C=C1)C(=O)NCCC(=O)OCC (ethyl 3-{[(4-aminophenyl)carbonyl]amino}propanoate). The product is C1(CCCCC1)C(C=1C(=NN(C1)C1=CC=C(C=C1)OC(F)(F)F)OC(C)C)NC1=CC=C(C=C1)C(=O)NCCC(=O)O (3-[({4-[(cyclohexyl{3-(1-methylethoxy)-1-[4-(trifluoromethoxy)phenyl]-1H-pyrazol-4-yl}methyl)amino]phenyl}carbonyl)amino]propanoic acid). The yield is 37.2%. As a reaction SMILES: [CH:1]1([CH:7]([C:9]2[C:10]([O:25][CH:26]([CH3:28])[CH3:27])=[N:11][N:12]([C:14]3[CH:19]=[CH:18][C:17]([O:20][C:21]([F:24])([F:23])[F:22])=[CH:16][CH:15]=3)[CH:13]=2)O)[CH2:6][CH2:5][CH2:4][CH2:3][CH2:2]1.[NH2:29][C:30]1[CH:35]=[CH:34][C:33]([C:36]([NH:38][CH2:39][CH2:40][C:41]([O:43]CC)=[O:42])=[O:37])=[CH:32][CH:31]=1>>[CH:1]1([CH:7]([NH:29][C:30]2[CH:31]=[CH:32][C:33]([C:36]([NH:38][CH2:39][CH2:40][C:41]([OH:43])=[O:42])=[O:37])=[CH:34][CH:35]=2)[C:9]2[C:10]([O:25][CH:26]([CH3:27])[CH3:28])=[N:11][N:12]([C:14]3[CH:19]=[CH:18][C:17]([O:20][C:21]([F:22])([F:23])[F:24])=[CH:16][CH:15]=3)[CH:13]=2)[CH2:2][CH2:3][CH2:4][CH2:5][CH2:6]1. Procedure details: Using cyclohexyl{3-(1-methylethoxy)-1-[4-(trifluoromethoxy)phenyl]-1H-pyrazol-4-yl}methanol (0.20 g) synthesized above and ethyl 3-{[(4-aminophenyl)carbonyl]amino}propanoate (0.12 g) synthesized in Example 1(2) and in the same manner as in Example 1(7), the title object compound (0.11 g, 36%) was obtained as a white solid. The product is c1ccc(CN(Cc2ccccc2)c2nc3ccccc3c3c2ncn3CCCCSc2ccccc2)cc1. Starting materials: ClCCCCn1cnc2c(N(Cc3ccccc3)Cc3ccccc3)nc3ccccc3c21, [Na+], CN(C)C=O, [S-]c1ccccc1. RXN SMILES: [CH2:1]([c:2]1[cH:3][cH:4][cH:5][cH:6][cH:7]1)[N:8]([c:9]1[n:10][c:11]2[cH:12][cH:13][cH:14][cH:15][c:16]2[c:17]2[c:18]1[n:19][cH:20][n:21]2[CH2:22][CH2:23][CH2:24][CH2:25][Cl:26])[CH2:27][c:28]1[cH:29][cH:30][cH:31][cH:32][cH:33]1.[Na+:41].[O:42]=[CH:43][N:44]([CH3:45])[CH3:46].[c:34]1([S-:40])[cH:35][cH:36][cH:37][cH:38][cH:39]1>>[CH2:1]([c:2]1[cH:3][cH:4][cH:5][cH:6][cH:7]1)[N:8]([c:9]1[n:10][c:11]2[cH:12][cH:13][cH:14][cH:15][c:16]2[c:17]2[c:18]1[n:19][cH:20][n:21]2[CH2:22][CH2:23][CH2:24][CH2:25][S:40][c:34]1[cH:35][cH:36][cH:37][cH:38][cH:39]1)[CH2:27][c:28]1[cH:29][cH:30][cH:31][cH:32][cH:33]1. The reactants are O=C1NC=CC2=C1C(=NN2C2CCC(CC2)=O)C=2C=C(SC2)C(=O)N (4-(4-oxo-1-(4-oxocyclohexyl)-4,5-dihydro-1H-pyrazolo[4,3-c]pyridin-3-yl)thiophene-2-carboxamide), [BH4-].[Na+] (sodium borohydride), [Cl-].[NH4+] (ammonium chloride). Solvent: CO (methanol). Conditions: time 8 hour. Product: OC1CCC(CC1)N1N=C(C=2C(NC=CC21)=O)C=2C=C(SC2)C(=O)N (4-(1-(4-hydroxycyclohexyl)-4-oxo-4,5-dihydro-1H-pyrazolo[4,3-c]pyridin-3-yl)thiophene-2-carboxamide). The yield is 76.8%. As a reaction SMILES: [O:1]=[C:2]1[C:7]2[C:8]([C:18]3[CH:19]=[C:20]([C:23]([NH2:25])=[O:24])[S:21][CH:22]=3)=[N:9][N:10]([CH:11]3[CH2:16][CH2:15][C:14](=[O:17])[CH2:13][CH2:12]3)[C:6]=2[CH:5]=[CH:4][NH:3]1.[BH4-].[Na+].[Cl-].[NH4+]>CO>[OH:17][CH:14]1[CH2:15][CH2:16][CH:11]([N:10]2[C:6]3[CH:5]=[CH:4][NH:3][C:2](=[O:1])[C:7]=3[C:8]([C:18]3[CH:19]=[C:20]([C:23]([NH2:25])=[O:24])[S:21][CH:22]=3)=[N:9]2)[CH2:12][CH2:13]1 |f:1.2,3.4|. Procedure details: To a solution of 4-(4-oxo-1-(4-oxocyclohexyl)-4,5-dihydro-1H-pyrazolo[4,3-c]pyridin-3-yl)thiophene-2-carboxamide (40.0 mg) obtained in Example 170 in methanol (5 mL) was added sodium borohydride (8.49 mg) at 0° C., and the mixture was stirred overnight under nitrogen atmosphere at room temperature. To the reaction mixture was added saturated aqueous ammonium chloride, and the mixture was extracted with ethyl acetate. The organic layer was washed with saturated brine, dried over anhydrous magnesi... Reactants: Cl.N1[C@@H](CCC1)COC1=CC=C(CC2=CC=C(C=C2)C=2SC=CN2)C=C1 (2-{4-[4-((S)-1-Pyrrolidin-2-ylmethoxy)-benzyl]-phenyl}-thiazole hydrochloride salt), BrC(C(=O)OC)CC (methyl bromobutyrate). The product is Cl.S1C(=NC=C1)C1=CC=C(CC2=CC=C(OC[C@H]3N(CCC3)CCCC(=O)O)C=C2)C=C1 (4-{(S)-2-[4-(4-Thiazol-2-yl-benzyl)-phenoxymethyl]-pyrrolidin-1-yl}-butyric acid hydrochloride salt). Yield: 42.3%. As a reaction SMILES: [ClH:1].[NH:2]1[CH2:6][CH2:5][CH2:4][C@H:3]1[CH2:7][O:8][C:9]1[CH:26]=[CH:25][C:12]([CH2:13][C:14]2[CH:19]=[CH:18][C:17]([C:20]3[S:21][CH:22]=[CH:23][N:24]=3)=[CH:16][CH:15]=2)=[CH:11][CH:10]=1.Br[CH:28]([CH2:33][CH3:34])[C:29]([O:31]C)=[O:30]>>[ClH:1].[S:21]1[CH:22]=[CH:23][N:24]=[C:20]1[C:17]1[CH:18]=[CH:19][C:14]([CH2:13][C:12]2[CH:25]=[CH:26][C:9]([O:8][CH2:7][C@@H:3]3[CH2:4][CH2:5][CH2:6][N:2]3[CH2:34][CH2:33][CH2:28][C:29]([OH:31])=[O:30])=[CH:10][CH:11]=2)=[CH:15][CH:16]=1 |f:0.1,3.4|. Reported procedure: The title compound (56 mg, 42%) was prepared from the product of Example 150 (0.1 g, 0.28 mmol) and methyl bromobutyrate (0.062 g, 0.34 mmol) using the procedure of Example 147; 1HNMR (400 MHz, CD3OD) δ 8.07 (m, 1H), 7.90 (d, J=8 Hz, 1H), 7.85 (m, 2H), 7.42 (d, J=8.4 Hz, 2H), 7.20 (d, J=8.8 Hz, 2H), 6.98 (d, J=8.8 Hz, 2H), 4.32 (m, 1H), 4.20 (m, 1H), 4.10 (m, 1H), 4.04 (s, 2H), 3.95 (m, 1H), 3.65 (m, 3H), 3.36 (m, 2H), 2.50-2.00 (m, 6H); MS.? The reactants are Intermediate 216, FC(C(=O)O)(F)F.C[C@H](CCC)OC=1NC(=C2N=C(N=C2N1)OC)N (2-{[(1R)-1-methylbutyl]oxy}-8-(methyloxy)-1H-purin-6-amine trifluoroacetate), BrCCCCC1COCC1 (3-(4-bromobutyl)tetrahydrofuran). Yields the product C[C@H](CCC)OC1=NC(=C2N=C(N(C2=N1)CCCCC1COCC1)OC)N (2-{[(1R)-1-Methylbutyl]oxy}-8-(methyloxy)-9-[4-(tetrahydro-3-furanyl)butyl]-9H-purin-6-amine). As a reaction SMILES: FC(F)(F)C(O)=O.[CH3:8][C@@H:9]([O:13][C:14]1[NH:15][C:16]([NH2:25])=[C:17]2[C:21]([N:22]=1)=[N:20][C:19]([O:23][CH3:24])=[N:18]2)[CH2:10][CH2:11][CH3:12].Br[CH2:27][CH2:28][CH2:29][CH2:30][CH:31]1[CH2:35][CH2:34][O:33][CH2:32]1>>[CH3:8][C@@H:9]([O:13][C:14]1[N:22]=[C:21]2[C:17]([N:18]=[C:19]([O:23][CH3:24])[N:20]2[CH2:27][CH2:28][CH2:29][CH2:30][CH:31]2[CH2:35][CH2:34][O:33][CH2:32]2)=[C:16]([NH2:25])[N:15]=1)[CH2:10][CH2:11][CH3:12] |f:0.1|. Procedure details: Prepared similarly to Intermediate 216 from 2-{[(1R)-1-methylbutyl]oxy}-8-(methyloxy)-1H-purin-6-amine trifluoroacetate and 3-(4-bromobutyl)tetrahydrofuran.